describe an organic reaction: reactants, conditions, products, and yield From a dataset of the Open Reaction Database (ORD), a public repository of structured organic reaction records. The reactants are ClCCCC1=NOC2=C1C=CC(=C2)F (3-(3-chloropropyl)-6-fluoro-1,2-benzisoxazole), N1CCCC1 (pyrrolidine), C([O-])(O)=O.[Na+] (sodium bicarbonate), CN(C=O)C (dimethylformamide), [I-].[K+] (potassium iodide). Run at temperature 70 celsius, time 4 hour. Product: C(C(=O)O)(=O)O.FC1=CC2=C(C(=NO2)CCCN2CCCC2)C=C1 (1-[3-(6-Fluoro-1,2-benzisoxazol-3-yl)propyl]pyrrolidine oxalate). Isolated yield 44.0%. Reaction SMILES: Cl[CH2:2][CH2:3][CH2:4][C:5]1[C:9]2[CH:10]=[CH:11][C:12]([F:14])=[CH:13][C:8]=2[O:7][N:6]=1.[NH:15]1[CH2:19][CH2:18][CH2:17][CH2:16]1.[C:20](=[O:23])([OH:22])[O-].[Na+].[I-].[K+].CN(C)C=[O:30]>>[C:8]([OH:7])(=[O:30])[C:20]([OH:22])=[O:23].[F:14][C:12]1[CH:11]=[CH:10][C:9]2[C:5]([CH2:4][CH2:3][CH2:2][N:15]3[CH2:19][CH2:18][CH2:17][CH2:16]3)=[N:6][O:7][C:8]=2[CH:13]=1 |f:2.3,4.5,7.8|. Procedure details: To 50 ml of dry dimethylformamide, was added 4.2 g of 3-(3-chloropropyl)-6-fluoro-1,2-benzisoxazole, 5.0 ml of pyrrolidine, 8.0 g of sodium bicarbonate, and a crystal of potassium iodide. After stirring at 70° C. for four hrs, the mixture was filtered and the filtrate was evaporated to an oil. The oil was stirred with 100 ml of water for five mins and then extracted with ether. The ether extract was washed with water (2x), saturated sodium chloride solution and dried over anhydrous magnesium sul... The reactants are COC(CCCCCl)OC (5-chloropentanal dimethyl acetal), OCC1CCNCC1 (4-(hydroxymethyl)piperidine). Product: COC(CCCCN1CCC(CC1)CO)OC (5-[4-(Hydroxymethyl)piperidin-1-yl]pentanal dimethyl acetal). Reaction SMILES: [CH3:1][O:2][CH:3]([O:9][CH3:10])[CH2:4][CH2:5][CH2:6][CH2:7]Cl.[OH:11][CH2:12][CH:13]1[CH2:18][CH2:17][NH:16][CH2:15][CH2:14]1>>[CH3:1][O:2][CH:3]([O:9][CH3:10])[CH2:4][CH2:5][CH2:6][CH2:7][N:16]1[CH2:17][CH2:18][CH:13]([CH2:12][OH:11])[CH2:14][CH2:15]1. Reported procedure: To a cooled (0° C.) and stirred suspension of isonipecotic acid (25.83 g, 200 mmol), in anhydrous THF (100 ml) was added lithium aluminium hydride (1M in THF; 200 ml), under a nitrogen atmosphere. The reaction was allowed to attain room temperature and it was stirred for 18 h, then refluxed for a further 4 h. The reaction was quenched by sequential addition of water (7.5 ml), 15% sodium hydroxide solution (7.5 ml) and water (15 ml). The reaction was filtered to remove a granular precipitate and ... Reactants: C(C)(C)(C)OC(CNC1CC1)=O (N-(cyclopropyl)glycine t-butyl ester), C(C)(=O)SCC(C(=O)O)C (3-acetylthio-2-methylpropionic acid), C1(CCCCC1)N=C=NC1CCCCC1 (dicyclohexylcarbodiimide). Procedure details: To a solution of N-(cyclopropyl)glycine t-butyl ester (12 g, 0.0702 mol) and 3-acetylthio-2-methylpropionic acid (8.1 g, 0.050 mol) in methylene chloride (200 ml) chilled in an ice bath was added dicyclohexylcarbodiimide (14.4 g, 0.070 mol). The resulting mixture was stirred for sixteen hours at room temperature. The dicyclohexylurea was removed by filtration and washed with diethyl ether. Evaporation of the filtrate yielded the crude product as a pale yellow oil which was used without further p... Yields the product C(C)(C)(C)OC(CN(C1CC1)C(C(CSC(C)=O)C)=O)=O (N-(3-Acetylthio-2-methylpropanoyl)-N-(cyclopropyl)glycine t-butyl ester). Reaction SMILES: [C:1]([O:5][C:6](=[O:12])[CH2:7][NH:8][CH:9]1[CH2:11][CH2:10]1)([CH3:4])([CH3:3])[CH3:2].[C:13]([S:16][CH2:17][CH:18]([CH3:22])[C:19](O)=[O:20])(=[O:15])[CH3:14].C1(N=C=NC2CCCCC2)CCCCC1>C(Cl)Cl>[C:1]([O:5][C:6](=[O:12])[CH2:7][N:8]([C:19](=[O:20])[CH:18]([CH3:22])[CH2:17][S:16][C:13](=[O:15])[CH3:14])[CH:9]1[CH2:10][CH2:11]1)([CH3:4])([CH3:2])[CH3:3]. The solvent is C(Cl)Cl (methylene chloride). The product is CCCC(=O)N(Cc1ccc(-c2ccccc2-c2nnnn2C(c2ccccc2)(c2ccccc2)c2ccccc2)cc1)C(C)CN. The reactants are [BH3-]C#N, CC(=O)[O-], CO, [NH4+], [NH4+], [Na+], [OH-], CCCC(=O)N(Cc1ccc(-c2ccccc2-c2nnnn2C(c2ccccc2)(c2ccccc2)c2ccccc2)cc1)C(C)C=NO, [Ti]. As a reaction SMILES: [C:49]([BH3-:50])#[N:51].[CH3:54][C:55](=[O:56])[O-:57].[CH3:61][OH:62].[NH4+:53].[NH4+:58].[Na+:52].[OH-:59].[OH:1][N:2]=[CH:3][CH:4]([CH3:5])[N:6]([C:7]([CH2:8][CH2:9][CH3:10])=[O:11])[CH2:12][c:13]1[cH:14][cH:15][c:16](-[c:19]2[c:20](-[c:25]3[n:26][n:27][n:28][n:29]3[C:30]([c:31]3[cH:32][cH:33][cH:34][cH:35][cH:36]3)([c:37]3[cH:38][cH:39][cH:40][cH:41][cH:42]3)[c:43]3[cH:44][cH:45][cH:46][cH:47][cH:48]3)[cH:21][cH:22][cH:23][cH:24]2)[cH:17][cH:18]1.[Ti:60]>>[NH2:2][CH2:3][CH:4]([CH3:5])[N:6]([C:7]([CH2:8][CH2:9][CH3:10])=[O:11])[CH2:12][c:13]1[cH:14][cH:15][c:16](-[c:19]2[c:20](-[c:25]3[n:26][n:27][n:28][n:29]3[C:30]([c:31]3[cH:32][cH:33][cH:34][cH:35][cH:36]3)([c:37]3[cH:38][cH:39][cH:40][cH:41][cH:42]3)[c:43]3[cH:44][cH:45][cH:46][cH:47][cH:48]3)[cH:21][cH:22][cH:23][cH:24]2)[cH:17][cH:18]1. The reactants are [Br-], C1CCOC1, CON(C)C(=O)c1cc(C)nc(NC(C)C)n1, C[Mg+]. Product: CC(=O)c1cc(C)nc(NC(C)C)n1. Reaction SMILES: [Br-:23].[CH2:18]1[O:19][CH2:20][CH2:21][CH2:22]1.[CH3:1][O:2][N:3]([C:4](=[O:5])[c:6]1[n:7][c:8]([NH:13][CH:14]([CH3:15])[CH3:16])[n:9][c:10]([CH3:12])[cH:11]1)[CH3:17].[CH3:24][Mg+:25]>>[C:4](=[O:5])([c:6]1[n:7][c:8]([NH:13][CH:14]([CH3:15])[CH3:16])[n:9][c:10]([CH3:12])[cH:11]1)[CH3:18].